This data is from the Open Reaction Database (ORD), a public repository of structured organic reaction records. The task is: describe an organic reaction: reactants, conditions, products, and yield The yield is 63.4%. The reactants are COC1=CC=C(CN(C2=NC(=NC(=N2)C)C=2C(=NC=CC2)NC=2C=C(C(=NC2)Cl)NS(=O)(=O)C2=CC=C(C=C2)F)CC2=CC=C(C=C2)OC)C=C1 (N-(5-(3-(4-(bis(4-methoxybenzyl)amino)-6-methyl-1,3,5-triazin-2-yl)pyridin-2-ylamino)-2-chloropyridin-3-yl)-4-fluorobenzenesulfonamide), FC(C(=O)O)(F)F (trifluoroacetic acid), FC(S(=O)(=O)O)(F)F (trifluoromethane sulfonic acid), C(=O)(O)[O-].[Na+] (NaHCO3). Procedure details: A solution of N-(5-(3-(4-(bis(4-methoxybenzyl)amino)-6-methyl-1,3,5-triazin-2-yl)pyridin-2-ylamino)-2-chloropyridin-3-yl)-4-fluorobenzenesulfonamide (0.087 g, 0.120 mmol) in trifluoroacetic acid (Aldrich) (0.622 mL, 8.37 mmol) and trifluoromethane sulfonic acid (TCI) (0.265 mL, 2.99 mmol) was heated at 80° C. in a sealed tube for 20 min. The reaction mixture was first neutralized with sat. NaHCO3 and then extracted with CHCl3 (3×15 mL). The combined organic layers were washed with water, brine, ... RXN SMILES: COC1C=CC(C[N:8](CC2C=CC(OC)=CC=2)[C:9]2[N:14]=[C:13]([CH3:15])[N:12]=[C:11]([C:16]3[C:17]([NH:22][C:23]4[CH:24]=[C:25]([NH:30]S(C5C=CC(F)=CC=5)(=O)=O)[C:26]([Cl:29])=[N:27][CH:28]=4)=[N:18][CH:19]=[CH:20][CH:21]=3)[N:10]=2)=CC=1.FC(F)(F)C(O)=O.FC(F)(F)S(O)(=O)=O.C([O-])(O)=O.[Na+]>>[NH2:8][C:9]1[N:14]=[C:13]([CH3:15])[N:12]=[C:11]([C:16]2[C:17]([NH:22][C:23]3[CH:24]=[C:25]([NH2:30])[C:26]([Cl:29])=[N:27][CH:28]=3)=[N:18][CH:19]=[CH:20][CH:21]=2)[N:10]=1 |f:3.4|. Product: NC1=NC(=NC(=N1)C)C=1C(=NC=CC1)NC=1C=C(C(=NC1)Cl)N (N5-(3-(4-Amino-6-Methyl-1,3,5-Triazin-2-yl)Pyridin-2-yl)-2-Chloropyridine-3,5-Diamine). Reaction conditions: temperature -40 celsius, time 3 hour. Procedure details: A solution of 1.01 g (2.5 mmole) of 11β-acetyloxy-17-(ethylthio)-9-fluoroandrosta-1,4,16-trien-3-one in 15 ml of dry dichloromethane and 3.4 ml of a solution of methyl mercaptan in dichloromethane (1.82 g in 10 ml of dry dichloromethane) is cooled to about -40° C. (acetonitrile-dry ice bath) under nitrogen; boron trifluoride etherate (0.7 ml) is then added. The solution is stirred at approximately -40° C. under nitrogen for 3 hours, quenched with a saturated sodium bicarbonate solution at -40° C... Reaction SMILES: [C:1]([O:4][C@H:5]1[CH2:22][C@@:20]2([CH3:21])[C@@H:16]([CH2:17][CH:18]=[C:19]2[S:23][CH2:24][CH3:25])[C@H:15]2[C@@:6]1([F:28])[C@:7]1([CH3:27])[C:12]([CH2:13][CH2:14]2)=[CH:11][C:10](=[O:26])[CH:9]=[CH:8]1)(=[O:3])[CH3:2].[CH3:29][SH:30].C(#N)C.C(=O)=O.B(F)(F)F.CCOCC>ClCCl>[C:1]([O:4][C@H:5]1[CH2:22][C@@:20]2([CH3:21])[C@@H:16]([CH2:17][CH2:18][C:19]2([S:23][CH2:24][CH3:25])[S:30][CH3:29])[C@H:15]2[C@@:6]1([F:28])[C@:7]1([CH3:27])[C:12]([CH2:13][CH2:14]2)=[CH:11][C:10](=[O:26])[CH:9]=[CH:8]1)(=[O:3])[CH3:2] |f:2.3,4.5|. Yields the product C(C)(=O)O[C@@H]1[C@@]2([C@]3(C=CC(C=C3CC[C@H]2[C@@H]2CCC([C@@]2(C)C1)(SC)SCC)=O)C)F (11β-Acetyloxy-17β-ethylthio-9-fluoro-17-(methylthio)androsta-1,4-dien-3-one). Solvent: ClCCl (dichloromethane), ClCCl (dichloromethane). The reactants are C(C)(=O)O[C@@H]1[C@@]2([C@]3(C=CC(C=C3CC[C@H]2[C@@H]2CC=C([C@@]2(C)C1)SCC)=O)C)F (11β-acetyloxy-17-(ethylthio)-9-fluoroandrosta-1,4,16-trien-3-one), solution, CS (methyl mercaptan), C(C)#N.C(=O)=O (acetonitrile dry ice), B(F)(F)F.CCOCC (boron trifluoride etherate). Reactants: CCCc1c(OCCCCCOc2cccc(NC(=O)C(=O)OC)c2)ccc(C(C)=O)c1O, Cc1ccccc1. Product: CCCc1c(OCCCCCOc2cccc(NC(=O)C(=O)O)c2)ccc(C(C)=O)c1O. As a reaction SMILES: [CH3:1][O:2][C:3]([C:4](=[O:5])[NH:6][c:7]1[cH:8][c:9]([O:13][CH2:14][CH2:15][CH2:16][CH2:17][CH2:18][O:19][c:20]2[c:21]([CH2:30][CH2:31][CH3:32])[c:22]([OH:29])[c:23]([C:26]([CH3:27])=[O:28])[cH:24][cH:25]2)[cH:10][cH:11][cH:12]1)=[O:33].[CH3:34][c:35]1[cH:36][cH:37][cH:38][cH:39][cH:40]1>>[O:2]=[C:3]([C:4](=[O:5])[NH:6][c:7]1[cH:8][c:9]([O:13][CH2:14][CH2:15][CH2:16][CH2:17][CH2:18][O:19][c:20]2[c:21]([CH2:30][CH2:31][CH3:32])[c:22]([OH:29])[c:23]([C:26]([CH3:27])=[O:28])[cH:24][cH:25]2)[cH:10][cH:11][cH:12]1)[OH:33]. Reactants: CC(=O)n1ccnc1, O=C([O-])O, [Na+], CN(C)C=O, O=c1c2c(Cc3ccc(O)cc3)n[nH]c2c2cccnc2n1-c1ccccc1. The product is CC(=O)Oc1ccc(Cc2n[nH]c3c2c(=O)n(-c2ccccc2)c2ncccc32)cc1. RXN SMILES: [C:29]([CH3:30])(=[O:31])[n:32]1[cH:33][cH:34][n:35][cH:36]1.[C:42](=[O:43])([O-:44])[OH:45].[Na+:46].[O:37]=[CH:38][N:39]([CH3:40])[CH3:41].[OH:1][c:2]1[cH:3][cH:4][c:5]([CH2:6][c:7]2[n:8][nH:9][c:10]3[c:11]2[c:12](=[O:26])[n:13](-[c:20]2[cH:21][cH:22][cH:23][cH:24][cH:25]2)[c:14]2[n:15][cH:16][cH:17][cH:18][c:19]32)[cH:27][cH:28]1>>[O:1]([c:2]1[cH:3][cH:4][c:5]([CH2:6][c:7]2[n:8][nH:9][c:10]3[c:11]2[c:12](=[O:26])[n:13](-[c:20]2[cH:21][cH:22][cH:23][cH:24][cH:25]2)[c:14]2[n:15][cH:16][cH:17][cH:18][c:19]32)[cH:27][cH:28]1)[C:29]([CH3:30])=[O:31]. The reactants are O=C([O-])[O-], CCN(C(C)C)C(C)C, CCC(C)c1ccc(N)nc1, O=C(Cl)C(Cl)(Cl)Cl, ClCCl, O=C(C1CCOCC1)N1CCCNCC1, [Na+], [Na+], [Na+], O=C([O-])O. Yields the product CCC(C)c1ccc(NC(=O)N2CCCN(C(=O)C3CCOCC3)CC2)nc1. As a reaction SMILES: [C:48](=[O:49])([O-:50])[O-:51].[CH:12]([N:13]([CH2:14][CH3:15])[CH:16]([CH3:17])[CH3:18])([CH3:19])[CH3:20].[CH:1]([CH3:2])([CH2:3][CH3:4])[c:5]1[cH:6][cH:7][c:8]([NH2:11])[n:9][cH:10]1.[Cl:21][C:22]([C:23](=[O:24])[Cl:27])([Cl:25])[Cl:26].[Cl:54][CH2:55][Cl:56].[N:33]1([C:40](=[O:41])[CH:42]2[CH2:43][CH2:44][O:45][CH2:46][CH2:47]2)[CH2:34][CH2:35][NH:36][CH2:37][CH2:38][CH2:39]1.[Na+:32].[Na+:52].[Na+:53].[O-:28][C:29]([OH:30])=[O:31]>>[CH:1]([CH3:2])([CH2:3][CH3:4])[c:5]1[cH:6][cH:7][c:8]([NH:11][C:23](=[O:24])[N:36]2[CH2:35][CH2:34][N:33]([C:40](=[O:41])[CH:42]3[CH2:43][CH2:44][O:45][CH2:46][CH2:47]3)[CH2:39][CH2:38][CH2:37]2)[n:9][cH:10]1. The reactants are C(C)(C)(C)OC(=O)N1C(CCCC1)CCOC1=C(C(NC2=CC(=C(C=C12)N1C(N(CC1=O)C)=O)Cl)=O)C1=CC(=CC(=C1)C)C (2-{2-[7-chloro-3-(3,5-dimethylphenyl)-6-(3-methyl-2,5-dioxoimidazolidin-1-yl)-2-oxo-1,2-dihydroquinolin-4-yloxy]-ethyl}-piperidine-1-carboxylic acid tert-butyl ester), FC(C(=O)O)(F)F (trifluoroacetic acid). The reagents and catalysts are C1(=CC=CC=C1)OC (anisole). Run in C(Cl)Cl (methylene chloride). Product: ClC1=C(C=C2C(=C(C(NC2=C1)=O)C1=CC(=CC(=C1)C)C)OCCC1NCCCC1)N1C(N(CC1=O)C)=O (3-[7-chloro-3-(3,5-dimethylphenyl)-2-oxo-4-(2-piperidin-2-yl-ethoxy)-1,2-dihydroquinolin-6-yl]-1-methylimidazolidine-2,4-dione). RXN SMILES: C(OC([N:8]1[CH2:13][CH2:12][CH2:11][CH2:10][CH:9]1[CH2:14][CH2:15][O:16][C:17]1[C:26]2[C:21](=[CH:22][C:23]([Cl:35])=[C:24]([N:27]3[C:31](=[O:32])[CH2:30][N:29]([CH3:33])[C:28]3=[O:34])[CH:25]=2)[NH:20][C:19](=[O:36])[C:18]=1[C:37]1[CH:42]=[C:41]([CH3:43])[CH:40]=[C:39]([CH3:44])[CH:38]=1)=O)(C)(C)C.FC(F)(F)C(O)=O>C1(OC)C=CC=CC=1.C(Cl)Cl>[Cl:35][C:23]1[CH:22]=[C:21]2[C:26]([C:17]([O:16][CH2:15][CH2:14][CH:9]3[CH2:10][CH2:11][CH2:12][CH2:13][NH:8]3)=[C:18]([C:37]3[CH:42]=[C:41]([CH3:43])[CH:40]=[C:39]([CH3:44])[CH:38]=3)[C:19](=[O:36])[NH:20]2)=[CH:25][C:24]=1[N:27]1[C:31](=[O:32])[CH2:30][N:29]([CH3:33])[C:28]1=[O:34]. Reported procedure: To a solution of 2-{2-[7-chloro-3-(3,5-dimethylphenyl)-6-(3-methyl-2,5-dioxoimidazolidin-1-yl)-2-oxo-1,2-dihydroquinolin-4-yloxy]-ethyl}-piperidine-1-carboxylic acid tert-butyl ester in 2.0 dry methylene chloride was added a few drops of anisole followed by 1.0 mL of trifluoroacetic acid and the mixture stirred at room temperature. After 1 hour the solvents were removed in vacuo and the resulting residue purified by flash chromatography on silica gel (methylene chloride:ammonium hydroxide:methan... Reactants: C(C)(=O)O[C@@H]1CC2=CC[C@H]3[C@@H]4C[C@H](C([C@@]4(C)CC[C@@H]3[C@]2(CC1)C)=O)OC(C)=O (3β,16α-bis(Acetyloxy)-androst-5-en-17-one), CN (methylamine), 17,17-methylimine. Product: C(C)(=O)O[C@@H]1CC2=CC[C@H]3[C@@H]4C[C@H]([C@@H]([C@@]4(C)CC[C@@H]3[C@]2(CC1)C)NC)O (17β-Methylamino-androst-5-ene-3β,16α-diol 3 acetate). Reaction SMILES: [C:1]([O:4][C@H:5]1[CH2:22][CH2:21][C@@:20]2([CH3:23])[C:7](=[CH:8][CH2:9][C@@H:10]3[C@@H:19]2[CH2:18][CH2:17][C@@:15]2([CH3:16])[C@H:11]3[CH2:12][C@@H:13]([O:25]C(=O)C)[C:14]2=O)[CH2:6]1)(=[O:3])[CH3:2].[CH3:29][NH2:30]>>[C:1]([O:4][C@H:5]1[CH2:22][CH2:21][C@@:20]2([CH3:23])[C:7](=[CH:8][CH2:9][C@@H:10]3[C@@H:19]2[CH2:18][CH2:17][C@@:15]2([CH3:16])[C@H:11]3[CH2:12][C@@H:13]([OH:25])[C@@H:14]2[NH:30][CH3:29])[CH2:6]1)(=[O:3])[CH3:2]. Procedure: 3β,16α-bis(Acetyloxy)-androst-5-en-17-one (2.04 g) was dissolved in methylamine solution (20.4 ml; 33% in methanol) and the solution was stirred at room temperature for 20 min. during which time the 17,17-methylimine crystallised out. Sodium borohydride (1.02 g) was added portionwise to the stirred suspension, keeping the temperature below 25° C. After 11/2 h., the excess methylamine was removed under reduced pressure, water (200 ml) was added, and the mixture was extracted with dichloromethane.... Starting materials: CC(C)(C)OC(=O)N1CC(O)C(CNC(=O)c2ccc(Cl)s2)C1, ClCCl. Product: CC(C)(C)OC(=O)N1CC(=O)C(CNC(=O)c2ccc(Cl)s2)C1. RXN SMILES: [C:1]([CH3:2])([CH3:3])([CH3:4])[O:5][C:6](=[O:7])[N:8]1[CH2:9][CH:10]([CH2:14][NH:15][C:16](=[O:17])[c:18]2[s:19][c:20]([Cl:23])[cH:21][cH:22]2)[CH:11]([OH:13])[CH2:12]1.[Cl:24][CH2:25][Cl:26]>>[C:1]([CH3:2])([CH3:3])([CH3:4])[O:5][C:6](=[O:7])[N:8]1[CH2:9][CH:10]([CH2:14][NH:15][C:16](=[O:17])[c:18]2[s:19][c:20]([Cl:23])[cH:21][cH:22]2)[C:11](=[O:13])[CH2:12]1. Starting materials: CC1(C(=O)O)C=C(O)C(C(=O)O)(C(C)(C)C)S1, CCCCP(CCCC)CCCC, CC(O)c1ccccc1Cl, CC(C)OC(=O)N=NC(=O)OC(C)C, C1CCOC1. Yields the product CC(OC1=CC(C)(C(=O)O)SC1(C(=O)O)C(C)(C)C)c1ccccc1Cl. As a reaction SMILES: [C:1]([CH3:2])([CH3:3])([CH3:4])[C:5]1([C:15](=[O:16])[OH:17])[S:6][C:7]([C:11](=[O:12])[OH:13])([CH3:14])[CH:8]=[C:9]1[OH:10].[CH2:28]([P:29]([CH2:30][CH2:31][CH2:32][CH3:33])[CH2:34][CH2:35][CH2:36][CH3:37])[CH2:38][CH2:39][CH3:40].[Cl:18][c:19]1[c:20]([CH:25]([CH3:26])[OH:27])[cH:21][cH:22][cH:23][cH:24]1.[O:41]=[C:42]([O:43][CH:44]([CH3:45])[CH3:46])[N:47]=[N:48][C:49]([O:50][CH:51]([CH3:52])[CH3:53])=[O:54].[O:55]1[CH2:56][CH2:57][CH2:58][CH2:59]1>>[C:1]([CH3:2])([CH3:3])([CH3:4])[C:5]1([C:15](=[O:16])[OH:17])[S:6][C:7]([C:11](=[O:12])[OH:13])([CH3:14])[CH:8]=[C:9]1[O:10][CH:25]([c:20]1[c:19]([Cl:18])[cH:24][cH:23][cH:22][cH:21]1)[CH3:26].